From a dataset of the Open Reaction Database (ORD), a public repository of structured organic reaction records. describe an organic reaction: reactants, conditions, products, and yield Starting materials: BrC1=CC=C(C=C1)NC(C1=C(N=CC(=C1)N)OCC(F)F)=O (N-(4-bromophenyl)-2-(2,2-difluoroethyl)oxy-5-amino-nicotinic acid amide), ClC1=C(C(=O)O)C=C(C=C1)CNC(=O)C(C)(C)C (2-chloro-5-(tert-butylcarbonylamino)methyl-benzoic acid). The solvent is C1CCOC1 (THF). Product: FC(COC1=NC=C(C=C1C(=O)NC1=CC=C(C=C1)Br)NC(C1=C(C=CC(=C1)CNC(=O)C(C)(C)C)Cl)=O)F (N-[2-(2,2-Difluoroethyl)oxy-3-(4-bromophenyl)aminocarbonyl-pyridin-5-yl]-2-chloro-5-(tert-butylcarbonylamino)methyl-benzamide). As a reaction SMILES: [Br:1][C:2]1[CH:7]=[CH:6][C:5]([NH:8][C:9](=[O:22])[C:10]2[CH:15]=[C:14]([NH2:16])[CH:13]=[N:12][C:11]=2[O:17][CH2:18][CH:19]([F:21])[F:20])=[CH:4][CH:3]=1.[Cl:23][C:24]1[CH:32]=[CH:31][C:30]([CH2:33][NH:34][C:35]([C:37]([CH3:40])([CH3:39])[CH3:38])=[O:36])=[CH:29][C:25]=1[C:26](O)=[O:27]>C1COCC1>[F:21][CH:19]([F:20])[CH2:18][O:17][C:11]1[C:10]([C:9]([NH:8][C:5]2[CH:4]=[CH:3][C:2]([Br:1])=[CH:7][CH:6]=2)=[O:22])=[CH:15][C:14]([NH:16][C:26](=[O:27])[C:25]2[CH:29]=[C:30]([CH2:33][NH:34][C:35]([C:37]([CH3:38])([CH3:40])[CH3:39])=[O:36])[CH:31]=[CH:32][C:24]=2[Cl:23])=[CH:13][N:12]=1. Procedure: Prepared analogously to Example 2f from N-(4-bromophenyl)-2-(2,2-difluoroethyl)oxy-5-amino-nicotinic acid amide and 2-chloro-5-(tert-butylcarbonylamino)methyl-benzoic acid with PPA and TEA in THF. Purification via HPLC (Method A) The reactants are FC1=C2C(C(=O)OC2=O)=CC=C1 (fluorophthalic anhydride), N (ammonia). Yields the product FC1=C(C(C(=O)[O-])=CC=C1)C(=O)N.[NH4+] (ammonium fluorophthalamate). RXN SMILES: [F:1][C:2]1[CH:12]=[CH:11][CH:10]=[C:4]2[C:5]([O:7][C:8](=[O:9])[C:3]=12)=[O:6].[NH3:13]>>[F:1][C:2]1[CH:12]=[CH:11][CH:10]=[C:4]([C:5]([O-:7])=[O:6])[C:3]=1[C:8]([NH2:13])=[O:9].[NH4+:13] |f:2.3|. Procedure: reacting the fluorophthalic anhydride with ammonia to form ammonium fluorophthalamate. The reactants are C(C=1C(C(=O)OC2CC(N(C(C2)(C)C)O)(C)C)=CC=CC1)(=O)OC1CC(N(C(C1)(C)C)O)(C)C (bis(1-oxyl-2,2,6,6-tetramethylpiperidin-4-yl) phthalate), S(=O)(=O)([O-])[O-].[Mg+2] (magnesium sulfate), O1CCCC1 (tetrahydrofuran), C(C=C)(=O)OC (Methyl acrylate), CC(C)([O-])C.[K+] (potassium tert-butoxide), CC(C)([O-])C.[K+] (potassium tert-butoxide). The reagents and catalysts are [Pd] (palladium on carbon). Solvent: CCOCC (ether). Run at temperature 10 celsius, time 2 hour. The product is C(C=1C(C(=O)OC2CC(N(C(C2)(C)C)OCCC(=O)OC)(C)C)=CC=CC1)(=O)OC1CC(N(C(C1)(C)C)OCCC(=O)OC)(C)C (Bis[1-(2-methoxycarbonylethoxy)-2,2,6,6-tetramethylpiperidin-4-yl] Phthalate). The yield is 26.0%. Reaction SMILES: [C:1]([O:23][CH:24]1[CH2:29][C:28]([CH3:31])([CH3:30])[N:27]([OH:32])[C:26]([CH3:34])([CH3:33])[CH2:25]1)(=[O:22])[C:2]1[C:3](=[CH:18][CH:19]=[CH:20][CH:21]=1)[C:4]([O:6][CH:7]1[CH2:12][C:11]([CH3:14])([CH3:13])[N:10]([OH:15])[C:9]([CH3:17])([CH3:16])[CH2:8]1)=[O:5].S([O-])([O-])(=O)=O.[Mg+2].CC(C)([O-:44])C.[K+].[C:47]([O:51][CH3:52])(=[O:50])[CH:48]=[CH2:49].[O:53]1[CH2:57][CH2:56][CH2:55][CH2:54]1>[Pd].CCOCC>[C:4]([O:6][CH:7]1[CH2:12][C:11]([CH3:13])([CH3:14])[N:10]([O:15][CH2:56][CH2:55][C:54]([O:53][CH3:57])=[O:44])[C:9]([CH3:17])([CH3:16])[CH2:8]1)(=[O:5])[C:3]1[C:2](=[CH:21][CH:20]=[CH:19][CH:18]=1)[C:1]([O:23][CH:24]1[CH2:29][C:28]([CH3:31])([CH3:30])[N:27]([O:32][CH2:49][CH2:48][C:47]([O:51][CH3:52])=[O:50])[C:26]([CH3:34])([CH3:33])[CH2:25]1)=[O:22] |f:1.2,3.4|. Procedure details: A mixture of 25.0 grams (52.7 mmol) of bis(1-oxyl-2,2,6,6-tetramethylpiperidin-4-yl) phthalate, 10.0 grams of magnesium sulfate, 100 mg of 5% palladium on carbon, and 200 ml of tetrahydrofuran is hydrogenated (50 psi, ambient temperature) on a Parr apparatus. Solids are removed by filtration. The filtrate is cooled to 10° C. (under nitrogen atmosphere) and treated with 0.6 gram (5.3 mmol) of potassium tert-butoxide. Methyl acrylate (45.5 grams, 527 mmol) is added to the reaction mixture over a f...